This data is from the Open Reaction Database (ORD), a public repository of structured organic reaction records. The task is: describe an organic reaction: reactants, conditions, products, and yield Reactants: BrCc1ccccc1, O=C([O-])[O-], O=Cc1cc(F)ccc1O, [K+], [K+], CN(C)C=O, O. Yields the product O=Cc1cc(F)ccc1OCc1ccccc1. RXN SMILES: [Br:17][CH2:18][c:19]1[cH:20][cH:21][cH:22][cH:23][cH:24]1.[C:11](=[O:12])([O-:13])[O-:14].[F:1][c:2]1[cH:3][cH:4][c:5]([OH:10])[c:6]([CH:7]=[O:8])[cH:9]1.[K+:15].[K+:16].[O:26]=[CH:27][N:28]([CH3:29])[CH3:30].[OH2:25]>>[F:1][c:2]1[cH:3][cH:4][c:5]([O:10][CH2:18][c:19]2[cH:20][cH:21][cH:22][cH:23][cH:24]2)[c:6]([CH:7]=[O:8])[cH:9]1. The reactants are C(C1=CC=CC=C1)(=O)N1C(C2C=3C(=CC=CC13)C(CC2)N2CCOCC2)C2=CC=CC=C2 (1-benzoyl-5-morpholino-2-phenyl-1,2,2a,3,4,5-hexahydrobenz[cd]indole), C([O-])([O-])=O.[K+].[K+] (potassium carbonate). Solvent: O (water), Cl (hydrochloric acid), CO (methanol), Cl (hyrdochloric acid). Yields the product O1CCN(CC1)C1CCC2C(NC=3C=CC=C1C23)C2=CC=CC=C2 (5-morpholino-2-phenyl-1,2,2a,3,4,5-hexahydrobenz[cd]indole). The yield is 89.9%. As a reaction SMILES: C([N:9]1[C:17]2[CH:16]=[CH:15][CH:14]=[C:13]3[CH:18]([N:21]4[CH2:26][CH2:25][O:24][CH2:23][CH2:22]4)[CH2:19][CH2:20][CH:11]([C:12]=23)[CH:10]1[C:27]1[CH:32]=[CH:31][CH:30]=[CH:29][CH:28]=1)(=O)C1C=CC=CC=1.C(=O)([O-])[O-].[K+].[K+]>Cl.CO.O>[O:24]1[CH2:23][CH2:22][N:21]([CH:18]2[C:13]3[C:12]4[CH:11]([CH:10]([C:27]5[CH:32]=[CH:31][CH:30]=[CH:29][CH:28]=5)[NH:9][C:17]=4[CH:16]=[CH:15][CH:14]=3)[CH2:20][CH2:19]2)[CH2:26][CH2:25]1 |f:1.2.3|. Procedure details: A portion (0.56 g) of the compound obtained in Example 134 was dissolved in a solution (15 ml) of 10% hydrochloric acid in methanol and to the solution was added 6N hyrdochloric acid (15 ml). The mixture was heated to reflux for 3 hours and allowed to cool. The reaction mixture was diluted with water, adjusted to pH 9 with potassium carbonate and extracted three times with ethyl acetate. The organic layers were combined, washed with saturated aqueous solution of sodium chloride and dried over an...